Dataset: the Open Reaction Database (ORD), a public repository of structured organic reaction records. Task: describe an organic reaction: reactants, conditions, products, and yield Procedure: To a mixture of 4.97 g (0.0249 mol) 1-(3-bromo-phenyl)-ethanone and molecular sieves in 50 ml methanol, 23 g (0.298 mol) ammonium acetate and 1.75 g (0.0265 mol) sodium cyanoborohydride were added and the reaction mixture was stirred 2 d (HPLC control) at 50° C. After cooling to room temperature, the molecular sieves were filtered off and washed with methanol. The solvent of the combined filtrates was evaporated and ethyl acetate and water were added to the residue. While stirring the mixture wa... Reactants: C(C)(=O)[O-].[NH4+] (ammonium acetate), C(#N)[BH3-].[Na+] (sodium cyanoborohydride), BrC=1C=C(C=CC1)C(C)=O (1-(3-bromo-phenyl)-ethanone). Isolated yield 59.4%. Solvent: CO (methanol). As a reaction SMILES: [Br:1][C:2]1[CH:3]=[C:4]([C:8](=O)[CH3:9])[CH:5]=[CH:6][CH:7]=1.C([O-])(=O)C.[NH4+].C([BH3-])#[N:17].[Na+]>CO>[Br:1][C:2]1[CH:3]=[C:4]([CH:8]([NH2:17])[CH3:9])[CH:5]=[CH:6][CH:7]=1 |f:1.2,3.4|. Yields the product BrC=1C=C(C=CC1)C(C)N (1-(3-bromo-phenyl)-ethylamine). Conditions: temperature 50 celsius, time 2 day.